This data is from the Open Reaction Database (ORD), a public repository of structured organic reaction records. The task is: describe an organic reaction: reactants, conditions, products, and yield The reactants are BrB(Br)Br, COc1ccc(N2CCN(CCC(c3ccccc3)c3ccccc3)CC2)cc1C(=O)N(Cc1ccccc1)C1CCCCC1, ClCCl, [Na+], O, O=C([O-])O. The product is O=C(c1cc(N2CCN(CCC(c3ccccc3)c3ccccc3)CC2)ccc1O)N(Cc1ccccc1)C1CCCCC1. As a reaction SMILES: [B:46]([Br:47])([Br:48])[Br:49].[CH2:1]([c:2]1[cH:3][cH:4][cH:5][cH:6][cH:7]1)[N:8]([C:9]([c:10]1[c:11]([O:37][CH3:38])[cH:12][cH:13][c:14]([N:16]2[CH2:17][CH2:18][N:19]([CH2:22][CH2:23][CH:24]([c:25]3[cH:26][cH:27][cH:28][cH:29][cH:30]3)[c:31]3[cH:32][cH:33][cH:34][cH:35][cH:36]3)[CH2:20][CH2:21]2)[cH:15]1)=[O:39])[CH:40]1[CH2:41][CH2:42][CH2:43][CH2:44][CH2:45]1.[Cl:56][CH2:57][Cl:58].[Na+:51].[OH2:50].[OH:52][C:53](=[O:54])[O-:55]>>[CH2:1]([c:2]1[cH:3][cH:4][cH:5][cH:6][cH:7]1)[N:8]([C:9]([c:10]1[c:11]([OH:37])[cH:12][cH:13][c:14]([N:16]2[CH2:17][CH2:18][N:19]([CH2:22][CH2:23][CH:24]([c:25]3[cH:26][cH:27][cH:28][cH:29][cH:30]3)[c:31]3[cH:32][cH:33][cH:34][cH:35][cH:36]3)[CH2:20][CH2:21]2)[cH:15]1)=[O:39])[CH:40]1[CH2:41][CH2:42][CH2:43][CH2:44][CH2:45]1. Reactants: CC(=O)Cc1cc(C)no1, CC1=CCCC(=O)O1, CC#N, Cl, O=C([O-])[O-], O. Product: CC(=O)CCCC(=O)CC(=O)Cc1cc(C)no1. RXN SMILES: [CH2:1]([C:2](=[O:3])[CH3:4])[c:5]1[cH:6][c:7]([CH3:10])[n:8][o:9]1.[CH3:11][C:12]1=[CH:13][CH2:14][CH2:15][C:16](=[O:18])[O:17]1.[CH3:25][C:26]#[N:27].[ClH:23].[O-:19][C:20](=[O:21])[O-:22].[OH2:24]>>[CH2:1]([C:2](=[O:3])[CH2:4][C:16]([CH2:15][CH2:14][CH2:13][C:12]([CH3:11])=[O:17])=[O:18])[c:5]1[cH:6][c:7]([CH3:10])[n:8][o:9]1. Reactants: C(C=C)C1=C(C=2C=CC=NC2C=C1)O (6-allylquinolin-5-ol). Reagents/catalysts: CC#N.CC#N.Cl[Pd]Cl (bis(acetonitrile)dichloropalladium). The solvent is ClCCl (dichloromethane). Yields the product C(=C\C)/C1=C(C=2C=CC=NC2C=C1)O (6-[(1E)-prop-1-enyl]quinolin-5-ol). Reaction SMILES: [CH2:1]([C:4]1[CH:13]=[CH:12][C:11]2[N:10]=[CH:9][CH:8]=[CH:7][C:6]=2[C:5]=1[OH:14])[CH:2]=[CH2:3]>ClCCl.CC#N.CC#N.Cl[Pd]Cl>[CH:1](/[C:4]1[CH:13]=[CH:12][C:11]2[N:10]=[CH:9][CH:8]=[CH:7][C:6]=2[C:5]=1[OH:14])=[CH:2]\[CH3:3] |f:2.3.4|. Reported procedure: Treatment of 6-allylquinolin-5-ol in dichloromethane with bis(acetonitrile)dichloropalladium (II) following the procedure described for Example 3c affords 6-[(1E)-prop-1-enyl]quinolin-5-ol. Reactants: CC(=O)OC(C)=O, O=CO, NC(=O)c1cccc(N)c1, O. The product is NC(=O)c1cccc(NC=O)c1. As a reaction SMILES: [CH3:1][C:2](=[O:3])[O:4][C:5](=[O:6])[CH3:7].[CH:8]([OH:9])=[O:10].[NH2:11][c:12]1[cH:13][c:14]([C:15](=[O:16])[NH2:17])[cH:18][cH:19][cH:20]1.[OH2:21]>>[CH:2](=[O:3])[NH:11][c:12]1[cH:13][c:14]([C:15](=[O:16])[NH2:17])[cH:18][cH:19][cH:20]1. Reactants: C(C1=CC=CC=C1)N1CC(C(CC1)C1=CC(=CC=C1)O)O ((3RS,4RS)-1-benzyl-4-(3-hydroxy-phenyl)-piperidin-3-ol), C(C1=CC=CC=C1)N1CC(C(CC1)C1=CC(=CC=C1)OCCCOC1OCCCC1)O ((3RS,4RS)-1-benzyl-4-{3-[3-(tetrahydro-pyran-2-yloxy)-propoxy]-phenyl}-piperidin-3-ol), BrCCCOC1OCCCC1 (rac.-2-(3-bromo-propoxy)-tetrahydro-pyran), C([O-])([O-])=O.[K+].[K+] (potassium carbonate). Solvent: CC(=O)C (acetone), CCCCCC (hexane). The product is BrCC1=CC2=CC=CC=C2C=C1 (2-bromomethylnaphthalene). As a reaction SMILES: C(N1[CH2:13][CH2:12][CH:11]([C:14]2[CH:19]=[CH:18][CH:17]=[C:16](O)[CH:15]=2)C(O)C1)C1C=CC=CC=1.[Br:22][CH2:23]CCOC1CCCCO1.[C:33](=O)([O-])[O-].[K+].[K+].C(N1CCC(C2C=CC=C(OCCCOC3CCCCO3)C=2)C(O)C1)C1C=CC=CC=1>CC(C)=O.CCCCCC>[Br:22][CH2:23][C:13]1[CH:12]=[CH:11][C:14]2[C:15](=[CH:16][CH:17]=[CH:18][CH:19]=2)[CH:33]=1 |f:2.3.4|. Reported procedure: In an analogous manner to that described in Example 14, by alkylating (3RS,4RS)-1-benzyl-4-(3-hydroxy-phenyl)-piperidin-3-ol with rac.-2-(3-bromo-propoxy)-tetrahydro-pyran in the presence of potassium carbonate there was obtained a mixture of the diastereomeric racemates of (3RS,4RS)-1-benzyl-4-{3-[3-(tetrahydro-pyran-2-yloxy)-propoxy]-phenyl}-piperidin-3-ol as a colourless oil; Rf : 0.38 (hexane:acetone=1:1). Subsequent alkylation with 2-bromomethylnaphthalene analogously to Example 12(b) gave ... Starting materials: CCOCC, CCOC(=O)N1CCN([Si](C)(C)C)CC1, S=C(Cl)Cl. Product: CCOC(=O)N1CCN(C(=S)Cl)CC1. Reaction SMILES: [CH2:20]([O:21][CH2:22][CH3:23])[CH3:24].[CH2:5]([CH3:6])[O:7][C:8](=[O:9])[N:10]1[CH2:11][CH2:12][N:13]([Si:16]([CH3:17])([CH3:18])[CH3:19])[CH2:14][CH2:15]1.[Cl:1][C:2]([Cl:3])=[S:4]>>[Cl:1][C:2](=[S:4])[N:13]1[CH2:12][CH2:11][N:10]([C:8]([O:7][CH2:5][CH3:6])=[O:9])[CH2:15][CH2:14]1.